From a dataset of the Open Reaction Database (ORD), a public repository of structured organic reaction records. describe an organic reaction: reactants, conditions, products, and yield Starting materials: C(C)(=O)N1C(=NCC1)NC1=CC(=NN1C(C)C)C (1-acetyl-2-(1-isopropyl-3-methyl-5-pyrazolyl) amino-2-imidazoline), Cl (HCl). The solvent is CO (methanol). Product: C(C)(C)N1N=C(C=C1NC=1NCCN1)C (2-(1-Isopropyl-3-methyl-5-pyrazolyl) amino-2-imidazoline). The yield is 77.8%. RXN SMILES: C([N:4]1[CH2:8][CH2:7][N:6]=[C:5]1[NH:9][C:10]1[N:14]([CH:15]([CH3:17])[CH3:16])[N:13]=[C:12]([CH3:18])[CH:11]=1)(=O)C.Cl>CO>[CH:15]([N:14]1[C:10]([NH:9][C:5]2[NH:6][CH2:7][CH2:8][N:4]=2)=[CH:11][C:12]([CH3:18])=[N:13]1)([CH3:17])[CH3:16]. Procedure: 1-acetyl-2-(1-isopropyl-3-methyl-5-pyrazolyl) amino-2-imidazoline (14.0 g.) was treated with HCl in methanol as described in Example II to give 9.05 g of product, mp 173°-175° C.